Dataset: the Open Reaction Database (ORD), a public repository of structured organic reaction records. Task: describe an organic reaction: reactants, conditions, products, and yield Starting materials: Cc1c(CCC=O)cc(Cl)cc1N1CCN(C(=O)OC(C)(C)C)CC1, C1CCNC1, CCOC(C)=O, ClCCCl, Cl, O. Product: Cc1c(CCCN2CCCC2)cc(Cl)cc1N1CCN(C(=O)OC(C)(C)C)CC1. As a reaction SMILES: [C:1]([CH3:2])([CH3:3])([CH3:4])[O:5][C:6](=[O:7])[N:8]1[CH2:9][CH2:10][N:11]([c:14]2[c:15]([CH3:25])[c:16]([CH2:21][CH2:22][CH:23]=[O:24])[cH:17][c:18]([Cl:20])[cH:19]2)[CH2:12][CH2:13]1.[CH2:26]1[CH2:27][CH2:28][NH:29][CH2:30]1.[CH3:37][CH2:38][O:39][C:40]([CH3:41])=[O:42].[Cl:31][CH2:32][CH2:33][Cl:34].[ClH:35].[OH2:36]>>[C:1]([CH3:2])([CH3:3])([CH3:4])[O:5][C:6](=[O:7])[N:8]1[CH2:9][CH2:10][N:11]([c:14]2[c:15]([CH3:25])[c:16]([CH2:21][CH2:22][CH2:23][N:29]3[CH2:28][CH2:27][CH2:26][CH2:30]3)[cH:17][c:18]([Cl:20])[cH:19]2)[CH2:12][CH2:13]1. Reactants: FC1=CC=C(C=C1)C(C(=O)N)(C1CCNCC1)C1=CC=C(C=C1)F (α,α-bis(4-fluorophenyl)-4-piperidineacetamide), C([O-])(O)=O.[Na+] (sodium bicarbonate), ClC(=O)OC (methyl chloroformate). The solvent is C(Cl)Cl (methylene chloride), C(Cl)Cl (methylene chloride). Reaction conditions: time 8 hour. Product: COC(=O)N1CCC(CC1)C(C(=O)N)(C1=CC=C(C=C1)F)C1=CC=C(C=C1)F (4-[2-Amino-1,1-bis(4-fluorophenyl)-2-oxoethyl]-1-piperidinecarboxylic acid methyl ester). The yield is 66.6%. Reaction SMILES: [F:1][C:2]1[CH:7]=[CH:6][C:5]([C:8]([C:18]2[CH:23]=[CH:22][C:21]([F:24])=[CH:20][CH:19]=2)([CH:12]2[CH2:17][CH2:16][NH:15][CH2:14][CH2:13]2)[C:9]([NH2:11])=[O:10])=[CH:4][CH:3]=1.C(=O)(O)[O-].[Na+].Cl[C:31]([O:33][CH3:34])=[O:32]>C(Cl)Cl>[CH3:34][O:33][C:31]([N:15]1[CH2:16][CH2:17][CH:12]([C:8]([C:18]2[CH:19]=[CH:20][C:21]([F:24])=[CH:22][CH:23]=2)([C:5]2[CH:4]=[CH:3][C:2]([F:1])=[CH:7][CH:6]=2)[C:9]([NH2:11])=[O:10])[CH2:13][CH2:14]1)=[O:32] |f:1.2|. Procedure: A mixture of α,α-bis(4-fluorophenyl)-4-piperidineacetamide (7.65 g, 0.023 mol) and sodium bicarbonate (3.36 g, 0.023 mole) in methylene chloride was prepared. To this mixture was added a solution of methyl chloroformate (2.17 g, 0.023 mole) in methylene chloride. The resulting mixture was stirred overnight at room temperature. The mixture was extracted successively with water, 5% sodium hydroxide, and water. The methylene chloride layer was dried (sodium sulfate). The organic layer was filtered,... Reactants: O=C1NCCCCC1NS(=O)(=O)C1=CC=C(C=C1)C (N-(2-Oxoazepan-3-yl)-4-methylbenzenesulfonamide), [H-].[Al+3].[Li+].[H-].[H-].[H-] (lithium aluminium hydride). The solvent is C1CCOC1 (THF). Product: N1CC(CCCC1)NS(=O)(=O)C1=CC=C(C=C1)C (N-(Azepan-3-yl)-4-methylbenzenesulfonamide). Reaction SMILES: O=[C:2]1[CH:8]([NH:9][S:10]([C:13]2[CH:18]=[CH:17][C:16]([CH3:19])=[CH:15][CH:14]=2)(=[O:12])=[O:11])[CH2:7][CH2:6][CH2:5][CH2:4][NH:3]1.[H-].[Al+3].[Li+].[H-].[H-].[H-]>C1COCC1>[NH:3]1[CH2:4][CH2:5][CH2:6][CH2:7][CH:8]([NH:9][S:10]([C:13]2[CH:14]=[CH:15][C:16]([CH3:19])=[CH:17][CH:18]=2)(=[O:11])=[O:12])[CH2:2]1 |f:1.2.3.4.5.6|. Procedure: N-(2-Oxoazepan-3-yl)-4-methylbenzenesulfonamide (6A) (4.24 g, 15 mmol) was dissolved in 250 ml of dry THF under a nitrogen atmosphere, and lithium aluminium hydride (1.11 g, 30 mmol) was added slowly. The reaction was heated to reflux for 20 hours and then quenched with water until the effervescence ceased. Solid potassium carbonate was added until a white suspension appeared, and the mixture was allowed to stir for half an hour. The suspension was filtered through celite, which was washed with ... Reactants: CS(=O)(=O)OCC1=NC(=C2N=CN(C2=N1)[C@@H]1O[C@@H]([C@H]([C@H]1O)O)COC)NCC(C1=CC=CC=C1)C1=CC=CC=C1 ({9-[(2R,3R,4S,5R)-3,4-dihydroxy-5-(methoxymethyl)tetrahydro-2-furanyl]-6-[(2,2-diphenylethyl)amino]-9H-purin-2-yl}methyl methanesulfonate), NCC(=O)N(C(C)C)C(C)C (2-amino-N,N-diisopropylacetamide), C(C)N(C(C)C)C(C)C (N-ethyl-N-isopropyl-2-propanamine). Reported procedure: The title compound was prepared by a similar method to example 40 using {9-[(2R,3R,4S,5R)-3,4-dihydroxy-5-(methoxymethyl)tetrahydro-2-furanyl]-6-[(2,2-diphenylethyl)amino]-9H-purin-2-yl}methyl methanesulfonate (preparation 25) (374 mg, 0.66 mmol), 2-amino-N,N-diisopropylacetamide (520 mg, 3.3 mmol) (preparation 22) and N-ethyl-N-isopropyl-2-propanamine (170 mg, 1.32 mmol). The compound was purified by column chromatography on silica gel eluting with a solvent gradient of dichloromethane:methanol... RXN SMILES: CS(O[CH2:6][C:7]1[N:15]=[C:14]2[C:10]([N:11]=[CH:12][N:13]2[C@H:16]2[C@H:20]([OH:21])[C@H:19]([OH:22])[C@@H:18]([CH2:23][O:24][CH3:25])[O:17]2)=[C:9]([NH:26][CH2:27][CH:28]([C:35]2[CH:40]=[CH:39][CH:38]=[CH:37][CH:36]=2)[C:29]2[CH:34]=[CH:33][CH:32]=[CH:31][CH:30]=2)[N:8]=1)(=O)=O.[NH2:41][CH2:42][C:43]([N:45]([CH:49]([CH3:51])[CH3:50])[CH:46]([CH3:48])[CH3:47])=[O:44].C(N(C(C)C)C(C)C)C>>[OH:21][C@@H:20]1[C@H:19]([OH:22])[C@@H:18]([CH2:23][O:24][CH3:25])[O:17][C@H:16]1[N:13]1[CH:12]=[N:11][C:10]2[C:14]1=[N:15][C:7]([CH2:6][NH:41][CH2:42][C:43]([N:45]([CH:46]([CH3:48])[CH3:47])[CH:49]([CH3:50])[CH3:51])=[O:44])=[N:8][C:9]=2[NH:26][CH2:27][CH:28]([C:29]1[CH:30]=[CH:31][CH:32]=[CH:33][CH:34]=1)[C:35]1[CH:36]=[CH:37][CH:38]=[CH:39][CH:40]=1. The product is O[C@H]1[C@@H](O[C@@H]([C@H]1O)COC)N1C2=NC(=NC(=C2N=C1)NCC(C1=CC=CC=C1)C1=CC=CC=C1)CNCC(=O)N(C(C)C)C(C)C (2-[({9-[(2R,3R,4S,5R)-3,4-Dihydroxy-5-(methoxymethyl)tetrahydro-2-furanyl]-6-[(2,2-diphenylethyl)amino]-9H-purin-2-yl}methyl)amino]-N,N-diisopropylacetamide). Isolated yield 11.3%. Starting materials: CN1CCOCC1 (N-methylmorpholine), C(C)(C)(C)OC(=O)N1[C@](C(=O)O)(CC(C1)(F)F)CC1=CC=C(C=C1)C1=NC=C(C=C1)F (1-(tert-butoxycarbonyl)-4,4-difluoro-2-[4-(5-fluoropyridin-2-yl)benzyl]proline), NCC(CC(CC)(C)C)O (1-amino-4,4-dimethylhexan-2-ol), Cl.CN(CCCN=C=NCC)C (1-[3-(dimethylamino) propyl]-3-ethylcarbodiimide hydrochloride), OC1=CC=CC=2NN=NC21 (hydroxybenzotriazole). Run in ClCCl (dichloromethane). Reaction conditions: time 8 hour. The product is FC1(CC(N(C1)C(=O)OC(C)(C)C)(C(=O)NCC(CC(CC)(C)C)O)CC1=CC=C(C=C1)C1=NC=C(C=C1)F)F (tert-butyl 4,4-difluoro-2-[4-(5-fluoropyridin-2-yl)benzyl]-2-{[(2-hydroxy-4,4-dimethylhexyl)amino]carbonyl}-pyrrolidine-1-carboxylate). Reaction SMILES: CN1CCOCC1.[C:8]([O:12][C:13]([N:15]1[CH2:22][C:21]([F:24])([F:23])[CH2:20][C@@:16]1([CH2:25][C:26]1[CH:31]=[CH:30][C:29]([C:32]2[CH:37]=[CH:36][C:35]([F:38])=[CH:34][N:33]=2)=[CH:28][CH:27]=1)[C:17]([OH:19])=O)=[O:14])([CH3:11])([CH3:10])[CH3:9].[NH2:39][CH2:40][CH:41]([OH:48])[CH2:42][C:43]([CH3:47])([CH3:46])[CH2:44][CH3:45].Cl.CN(C)CCCN=C=NCC.OC1C2N=NNC=2C=CC=1>ClCCl>[F:23][C:21]1([F:24])[CH2:22][N:15]([C:13]([O:12][C:8]([CH3:11])([CH3:10])[CH3:9])=[O:14])[C:16]([CH2:25][C:26]2[CH:31]=[CH:30][C:29]([C:32]3[CH:37]=[CH:36][C:35]([F:38])=[CH:34][N:33]=3)=[CH:28][CH:27]=2)([C:17]([NH:39][CH2:40][CH:41]([OH:48])[CH2:42][C:43]([CH3:47])([CH3:46])[CH2:44][CH3:45])=[O:19])[CH2:20]1 |f:3.4|. Reported procedure: N-methylmorpholine (0.2 mL, 1.8 mmol) was added to a solution of 1-(tert-butoxycarbonyl)-4,4-difluoro-2-[4-(5-fluoropyridin-2-yl)benzyl]proline (175 mg, 0.40 mmol), 1-amino-4,4-dimethylhexan-2-ol (58 mg, 0.40 mmol), 1-[3-(dimethylamino) propyl]-3-ethylcarbodiimide hydrochloride (92 mg, 0.48 mmol), and hydroxybenzotriazole (65 mg, 0.48 mmol) in dichloromethane (40 mL). After stirring at ambient temperature overnight, the reaction mixture was washed with saturated aqueous sodium bicarbonate, dried... Starting materials: ClC1=CC=C(C#N)C=C1 (4-chlorobenzonitrile), C(CCC)NCCCC (N,N-di-n-butylamine), [O-]P(=O)([O-])[O-].[K+].[K+].[K+] (K3PO4). Reagents/catalysts: C=1C=CC(=CC1)/C=C/C(=O)/C=C/C2=CC=CC=C2.C=1C=CC(=CC1)/C=C/C(=O)/C=C/C2=CC=CC=C2.[Pd] (Pd(dba)2). Run in COCCOC (DME). Yields the product C(CCC)N(C1=CC=C(C=C1)C#N)CCCC (N,N-dibutyl-4-cyanoaniline). The yield is 93.6%. RXN SMILES: Cl[C:2]1[CH:9]=[CH:8][C:5]([C:6]#[N:7])=[CH:4][CH:3]=1.[CH2:10]([NH:14][CH2:15][CH2:16][CH2:17][CH3:18])[CH2:11][CH2:12][CH3:13].[O-]P([O-])([O-])=O.[K+].[K+].[K+]>COCCOC.C1C=CC(/C=C/C(/C=C/C2C=CC=CC=2)=O)=CC=1.C1C=CC(/C=C/C(/C=C/C2C=CC=CC=2)=O)=CC=1.[Pd]>[CH2:10]([N:14]([CH2:15][CH2:16][CH2:17][CH3:18])[C:2]1[CH:9]=[CH:8][C:5]([C:6]#[N:7])=[CH:4][CH:3]=1)[CH2:11][CH2:12][CH3:13] |f:2.3.4.5,7.8.9|. Reported procedure: According to the general procedure B, 4-chlorobenzonitrile (70 mg, 0.51 mmol) reacted with N,N-di-n-butylamine (77 mg, 0.60 mmol) using 1 mol % Pd(dba)2, 2 mol % of ligand, and K3PO4 (254 mg, 1.20 mmol) at 100° C. in DME solvent to give the title compound (110 mg, 94%) as a colorless oil: 1H-NMR (300 MHz, CDCl3): δ 7.43 (d, 2H, J=8.7 Hz), 6.58 (d, 2H, J=9.0 Hz), 3.28 (t, 4H, J=7.5 and 8.1 Hz), 1.58 (m, 4H), 1.36 (m, 4H), 0.97 (t, 6H, J=7.2 Hz). 13C{1H}-NMR (100 MHz, CDCl3): δ 150.59, 133.52, 120... The reactants are CCCCCC (hexane), C(C)(=O)OCC.CCCCCC (ethyl acetate hexane), C1(CCCCC1)N1C(N(C(CC1=O)=O)CCC1CC1)=O (1-Cyclohexyl-3-(2-cyclopropylethyl)-2,4,6(1H,3H,5H)-pyrimidinetrione), C(CC(=O)Cl)(=O)Cl (Malonyl dichloride), C1(CCCCC1)N(C(=O)N)CCC1CC1 (N-cyclohexyl-N-(2-cyclopropylethyl)urea). Reaction SMILES: [CH:1]1([N:7]2[C:12](=[O:13])[CH2:11][C:10](=[O:14])[N:9]([CH2:15][CH2:16][CH:17]3[CH2:19][CH2:18]3)[C:8]2=[O:20])[CH2:6][CH2:5][CH2:4][CH2:3][CH2:2]1.C(Cl)(=O)CC(Cl)=O.C1([N:34](CCC2CC2)[C:35](N)=[O:36])CCCCC1.CCCCCC.[C:49]([O:52]CC)(=[O:51])[CH3:50].CCCCCC>ClCCl>[CH:1]1([N:7]2[C:12]([OH:13])=[C:11]([C:35]([NH:34][CH2:50][C:49]([OH:52])=[O:51])=[O:36])[C:10](=[O:14])[N:9]([CH2:15][CH2:16][CH:17]3[CH2:18][CH2:19]3)[C:8]2=[O:20])[CH2:2][CH2:3][CH2:4][CH2:5][CH2:6]1 |f:4.5|. Run in ClCCl (dichloromethane). Product: C1(CCCCC1)N1C(N(C(C(=C1O)C(=O)NCC(=O)O)=O)CCC1CC1)=O (N-{[1-Cyclohexyl-3-(2-cyclopropylethyl)-6-hydroxy-2,4-dioxo-1,2,3,4-tetrahydro-5-pyrimidinyl]carbonyl}glycine). Procedure: 1-Cyclohexyl-3-(2-cyclopropylethyl)-2,4,6(1H,3H,5H)-pyrimidinetrione. Malonyl dichloride (250 uL, 2.57 mmoles) was added dropwise to a solution of N-cyclohexyl-N-(2-cyclopropylethyl)urea (500 mg, 2.38 mmoles) in dichloromethane under argon. The mixture was stirred overnight then heated under reflux for 2 hours. Flash chromatography (hexane to 20% ethyl acetate-hexane) gave the title compound (230 mg, 35%). 1H NMR (400 MHz, CHLOROFORM-d) δ ppm 4.57-4.71 (m, 1 H), 3.94-4.04 (m, 2 H), 3.60-3.68 (m,... Yield: 35.0%. Conditions: time 8 hour. As a reaction SMILES: [CH3:1][O:2][c:3]1[cH:4][cH:5][c:6]2[c:7]([cH:25]1)[S:8][c:9]1[c:10]([cH:19][c:20]([S:23][CH3:24])[cH:21][cH:22]1)[CH:11]([N:13]1[CH2:14][CH2:15][NH:16][CH2:17][CH2:18]1)[CH2:12]2.[Cl:26][CH2:27][CH2:28][N:29]1[C:30](=[O:35])[N:31]([CH3:34])[CH2:32][CH2:33]1>>[CH3:1][O:2][c:3]1[cH:4][cH:5][c:6]2[c:7]([cH:25]1)[S:8][c:9]1[c:10]([cH:19][c:20]([S:23][CH3:24])[cH:21][cH:22]1)[CH:11]([N:13]1[CH2:14][CH2:15][N:16]([CH2:27][CH2:28][N:29]3[C:30](=[O:35])[N:31]([CH3:34])[CH2:32][CH2:33]3)[CH2:17][CH2:18]1)[CH2:12]2. Starting materials: COc1ccc2c(c1)Sc1ccc(SC)cc1C(N1CCNCC1)C2, CN1CCN(CCCl)C1=O. Yields the product COc1ccc2c(c1)Sc1ccc(SC)cc1C(N1CCN(CCN3CCN(C)C3=O)CC1)C2.